Dataset: the Open Reaction Database (ORD), a public repository of structured organic reaction records. Task: describe an organic reaction: reactants, conditions, products, and yield The reactants are CC(C)CC(NC(=O)OC(C)(C)C)C(=O)O, CC1CCC(N)C(O)CN1C(=O)OCc1ccccc1, CCN=C=NCCCN(C)C, CCOC(C)=O, CCN(C(C)C)C(C)C, CN(C)C=O, O, Oc1cccc2[nH]nnc12. The product is CC(C)CC(NC(=O)OC(C)(C)C)C(=O)NC1CCC(C)N(C(=O)OCc2ccccc2)CC1O. As a reaction SMILES: [C:13](=[O:14])([O:15][C:16]([CH3:17])([CH3:18])[CH3:19])[NH:20][CH:21]([CH2:22][CH:23]([CH3:24])[CH3:25])[C:26](=[O:27])[OH:28].[CH2:48]([c:49]1[cH:50][cH:51][cH:52][cH:53][cH:54]1)[O:55][C:56](=[O:57])[N:58]1[CH:59]([CH3:67])[CH2:60][CH2:61][CH:62]([NH2:66])[CH:63]([OH:65])[CH2:64]1.[CH3:1][N:2]([CH3:3])[CH2:4][CH2:5][CH2:6][N:7]=[C:8]=[N:9][CH2:10][CH3:11].[CH3:73][CH2:74][O:75][C:76]([CH3:77])=[O:78].[CH:29]([N:30]([CH:31]([CH3:32])[CH3:33])[CH2:34][CH3:35])([CH3:36])[CH3:37].[O:68]=[CH:69][N:70]([CH3:71])[CH3:72].[OH2:12].[OH:38][c:39]1[c:40]2[n:41][n:42][nH:43][c:44]2[cH:45][cH:46][cH:47]1>>[C:13](=[O:14])([O:15][C:16]([CH3:17])([CH3:18])[CH3:19])[NH:20][CH:21]([CH2:22][CH:23]([CH3:24])[CH3:25])[C:26](=[O:28])[NH:66][CH:62]1[CH2:61][CH2:60][CH:59]([CH3:67])[N:58]([C:56]([O:55][CH2:48][c:49]2[cH:50][cH:51][cH:52][cH:53][cH:54]2)=[O:57])[CH2:64][CH:63]1[OH:65]. Reactants: CC(C)COC(=O)Cl, CN1CCOCC1, COc1cc(C(=O)O)ccn1, Cc1nc(N)sc1C(=O)NCc1ccccc1, C1CCOC1. The product is COc1cc(C(=O)Nc2nc(C)c(C(=O)NCc3ccccc3)s2)ccn1. Reaction SMILES: [CH2:19]([O:20][C:21]([Cl:22])=[O:23])[CH:24]([CH3:25])[CH3:26].[CH3:12][N:13]1[CH2:14][CH2:15][O:16][CH2:17][CH2:18]1.[CH3:1][O:2][c:3]1[cH:4][c:5]([C:6](=[O:7])[OH:8])[cH:9][cH:10][n:11]1.[NH2:27][c:28]1[s:29][c:30]([C:34](=[O:35])[NH:36][CH2:37][c:38]2[cH:39][cH:40][cH:41][cH:42][cH:43]2)[c:31]([CH3:33])[n:32]1.[O:44]1[CH2:45][CH2:46][CH2:47][CH2:48]1>>[CH3:1][O:2][c:3]1[cH:4][c:5]([C:6](=[O:8])[NH:27][c:28]2[s:29][c:30]([C:34](=[O:35])[NH:36][CH2:37][c:38]3[cH:39][cH:40][cH:41][cH:42][cH:43]3)[c:31]([CH3:33])[n:32]2)[cH:9][cH:10][n:11]1.